This data is from the Open Reaction Database (ORD), a public repository of structured organic reaction records. The task is: describe an organic reaction: reactants, conditions, products, and yield Starting materials: CCO, Cc1cn2cccc(OCc3c(Cl)cccc3Cl)c2n1, O=C1CCC(=O)N1Cl, O. The product is Cc1nc2c(OCc3c(Cl)cccc3Cl)cccn2c1Cl. As a reaction SMILES: [CH3:30][CH2:31][OH:32].[Cl:1][c:2]1[c:3]([CH2:4][O:5][c:6]2[c:7]3[n:8]([cH:9][cH:10][cH:11]2)[cH:12][c:13]([CH3:15])[n:14]3)[c:16]([Cl:20])[cH:17][cH:18][cH:19]1.[Cl:21][N:22]1[C:23](=[O:24])[CH2:25][CH2:26][C:27]1=[O:28].[OH2:29]>>[Cl:1][c:2]1[c:3]([CH2:4][O:5][c:6]2[c:7]3[n:8]([cH:9][cH:10][cH:11]2)[c:12]([Cl:21])[c:13]([CH3:15])[n:14]3)[c:16]([Cl:20])[cH:17][cH:18][cH:19]1. Reactants: ClCCl, OCCCCc1ccccc1. Yields the product O=CCCCc1ccccc1. Reaction SMILES: [Cl:12][CH2:13][Cl:14].[c:1]1([CH2:7][CH2:8][CH2:9][CH2:10][OH:11])[cH:2][cH:3][cH:4][cH:5][cH:6]1>>[c:1]1([CH2:7][CH2:8][CH2:9][CH:10]=[O:11])[cH:2][cH:3][cH:4][cH:5][cH:6]1. Reaction SMILES: [C:1]([CH3:2])([CH3:3])([CH3:4])[O:5][C:6](=[O:7])[n:8]1[n:9][c:10]([NH2:29])[c:11]2[cH:12][c:13]([CH:17]3[C:18]([C:27]#[N:28])=[C:19]([CH3:26])[NH:20][C:21]([CH3:25])=[C:22]3[C:23]#[N:24])[cH:14][cH:15][c:16]12.[C:37]([BH3-:38])#[N:39].[CH3:33][C:34](=[O:35])[OH:36].[CH3:41][OH:42].[CH:30]([CH3:31])=[O:32].[Na+:40]>>[C:1]([CH3:2])([CH3:3])([CH3:4])[O:5][C:6](=[O:7])[n:8]1[n:9][c:10]([NH:29][CH2:30][CH3:31])[c:11]2[cH:12][c:13]([CH:17]3[C:18]([C:27]#[N:28])=[C:19]([CH3:26])[NH:20][C:21]([CH3:25])=[C:22]3[C:23]#[N:24])[cH:14][cH:15][c:16]12. Starting materials: CC1=C(C#N)C(c2ccc3c(c2)c(N)nn3C(=O)OC(C)(C)C)C(C#N)=C(C)N1, [BH3-]C#N, CC(=O)O, CO, CC=O, [Na+]. Product: CCNc1nn(C(=O)OC(C)(C)C)c2ccc(C3C(C#N)=C(C)NC(C)=C3C#N)cc12. The reactants are ClC1=C(C=C(C(=O)O)C=C1S(N)(=O)=O)[N+](=O)[O-] (4-chloro-3-nitro-5-sulphamyl-benzoic acid), COC1=CC=C(C=C1)O (p-methoxyphenol). The solvent is C([O-])(O)=O.[Na+] (sodium bicarbonate). Conditions: temperature 90 celsius, time 5 hour. The product is COC1=CC=C(OC2=C(C=C(C(=O)O)C=C2S(N)(=O)=O)[N+](=O)[O-])C=C1 (4(p-Methoxyphenoxy)-3-nitro-5-sulphamyl-benzoic acid). Reaction SMILES: Cl[C:2]1[C:10]([S:11](=[O:14])(=[O:13])[NH2:12])=[CH:9][C:5]([C:6]([OH:8])=[O:7])=[CH:4][C:3]=1[N+:15]([O-:17])=[O:16].[CH3:18][O:19][C:20]1[CH:25]=[CH:24][C:23]([OH:26])=[CH:22][CH:21]=1>C(=O)(O)[O-].[Na+]>[CH3:18][O:19][C:20]1[CH:25]=[CH:24][C:23]([O:26][C:2]2[C:10]([S:11](=[O:14])(=[O:13])[NH2:12])=[CH:9][C:5]([C:6]([OH:8])=[O:7])=[CH:4][C:3]=2[N+:15]([O-:17])=[O:16])=[CH:22][CH:21]=1 |f:2.3|. Procedure: A mixture of 4-chloro-3-nitro-5-sulphamyl-benzoic acid (14 g), p-methoxyphenol (9.3 g), and 1N sodium bicarbonate (200 ml) was stirred at 90°C for 5 hours. After cooling, the resulting 4-(p-methoxyphenoxy)-3-nitro-5-sulphamyl-benzoic acid was precipitated by the addition of 4N hydrochloric acid until the pH was 1, and collected by suction. The crude acid was dissolved in hot methanol (100 ml) and precipitated by the addition of water (100 ml) and cooling. After collection and drying in vacuo, th... Product: N#Cc1c(N2CCSCC2)nc2c(-c3cc4ccccc4[nH]c3=O)c(=O)[nH]n2c1N. RXN SMILES: [CH3:1][Si:2]([CH3:3])([CH3:4])[CH2:5][CH2:6][O:37][CH2:38][N:7]([c:8]1[c:9]([C:35]#[N:36])[c:10]([N:29]2[CH2:30][CH2:31][S:32][CH2:33][CH2:34]2)[n:11][c:12]2[n:13]1[nH:14][c:15](=[O:28])[c:16]2-[c:17]1[c:18](=[O:27])[nH:19][c:20]2[cH:21][cH:22][cH:23][cH:24][c:25]2[cH:26]1)[CH2:39][O:40][CH2:41][CH2:42][Si:43]([CH3:44])([CH3:45])[CH3:46].[CH3:48][CH2:49][OH:50].[ClH:47]>>[NH2:7][c:8]1[c:9]([C:35]#[N:36])[c:10]([N:29]2[CH2:30][CH2:31][S:32][CH2:33][CH2:34]2)[n:11][c:12]2[n:13]1[nH:14][c:15](=[O:28])[c:16]2-[c:17]1[c:18](=[O:27])[nH:19][c:20]2[cH:21][cH:22][cH:23][cH:24][c:25]2[cH:26]1. The reactants are C[Si](C)(C)CCOCN(COCC[Si](C)(C)C)c1c(C#N)c(N2CCSCC2)nc2c(-c3cc4ccccc4[nH]c3=O)c(=O)[nH]n12, CCO, Cl. Yields the product Cl.ClC1=C(C=C(C=C1)C(CCC1N2CCC(C1=O)CC2)=O)NC(=O)NC (2-[3-(4-Chloro-3-((methylamino)carbonylamino)phenyl)-3-oxopropyl]-1-azabicyclo[2.2.2]octan-3-one hydrochloride). Solvent: C(Cl)Cl (methylene chloride). Reactants: NC=1C=C(C=CC1Cl)C(CCC1N2CCC(C1=O)CC2)=O (2-[3-(3-amino-4-chlorophenyl)-3-oxopropyl]-1-azabicyclo[2.2.2]octan-3-one), CN=C=O (methyl isocyanate). As a reaction SMILES: [NH2:1][C:2]1[CH:3]=[C:4]([C:9](=[O:21])[CH2:10][CH2:11][CH:12]2[C:17](=[O:18])[CH:16]3[CH2:19][CH2:20][N:13]2[CH2:14][CH2:15]3)[CH:5]=[CH:6][C:7]=1[Cl:8].[CH3:22][N:23]=[C:24]=[O:25]>C(Cl)Cl>[ClH:8].[Cl:8][C:7]1[CH:6]=[CH:5][C:4]([C:9](=[O:21])[CH2:10][CH2:11][CH:12]2[C:17](=[O:18])[CH:16]3[CH2:19][CH2:20][N:13]2[CH2:14][CH2:15]3)=[CH:3][C:2]=1[NH:1][C:24]([NH:23][CH3:22])=[O:25] |f:3.4|. Procedure details: To 6.14 g (0.02 mole) of 2-[3-(3-amino-4-chlorophenyl)-3-oxopropyl]-1-azabicyclo[2.2.2]octan-3-one in 150 ml of methylene chloride add 1.20 g (0.021 mole) of methyl isocyanate. Stir the reaction mixture at room temperature and follow the progress of the reaction by thin-layer chromatography. At the completion of the reaction remove the solvent in vacuo. Dissolve the residue in 100 ml of ethanol and add 2.5 ml of concentrated hydrochloric acid. Remove the solvent in vacuo to obtain the title comp... The reactants are [SeH]CCC(=O)N1[C@H](C(=O)O)CCC1 (1-(3-selenyl-1-oxopropyl)-L-proline), C(C1=CC=CC=C1)(=O)Cl (benzoyl chloride). The solvent is N1=CC=CC=C1 (pyridine). Conditions: time 3 hour. The product is O=C(CC[Se]C(C1=CC=CC=C1)=O)N1[C@H](C(=O)O)CCC1 (1-[1-oxo-3-[(benzoyl)-selenyl]propyl]-L-proline). RXN SMILES: [SeH:1][CH2:2][CH2:3][C:4]([N:6]1[CH2:13][CH2:12][CH2:11][C@H:7]1[C:8]([OH:10])=[O:9])=[O:5].[C:14](Cl)(=[O:21])[C:15]1[CH:20]=[CH:19][CH:18]=[CH:17][CH:16]=1>N1C=CC=CC=1>[O:5]=[C:4]([N:6]1[CH2:13][CH2:12][CH2:11][C@H:7]1[C:8]([OH:10])=[O:9])[CH2:3][CH2:2][Se:1][C:14](=[O:21])[C:15]1[CH:20]=[CH:19][CH:18]=[CH:17][CH:16]=1. Reported procedure: To a chilled solution of 0.5 g. of 1-(3-selenyl-1-oxopropyl)-L-proline dissolved in 5 ml. of pyridine there is added dropwise with stirring 0.3 g. of benzoyl chloride. The mixture is allowed to come to room temperature. After three hours, the solvent is evaporated. The residue is taken up in ethyl acetate, washed with saturated sodium bicarbonate solution and then with water. The solvent is dried, and evaporated to yield 1-[1-oxo-3-[(benzoyl)-selenyl]propyl]-L-proline. The reactants are FC(C=1C=C(CN2CCNCC2)C=CC1)(F)F (1-(3-Trifluoromethyl-benzyl) piperazine), ClC(Cl)(OC(OC(Cl)(Cl)Cl)=O)Cl (triphosgene), N1=CC=CC=C1 (pyridine). The solvent is O1CCCC1 (tetrahydrofuran), O1CCCC1 (tetrahydrofuran). Reaction conditions: temperature 25 celsius, time 8 hour. The product is hexanes ethyl acetate, FC(C=1C=C(CN2CCN(CC2)C(=O)Cl)C=CC1)(F)F (4-(3-Trifluoromethyl-benzyl)-piperazine-1-carbonyl chloride). Yield: 92.8%. Reaction SMILES: [Cl:1][C:2](Cl)([O:4]C(=O)OC(Cl)(Cl)Cl)Cl.N1C=CC=CC=1.[F:19][C:20]([F:35])([F:34])[C:21]1[CH:22]=[C:23]([CH:31]=[CH:32][CH:33]=1)[CH2:24][N:25]1[CH2:30][CH2:29][NH:28][CH2:27][CH2:26]1>O1CCCC1>[F:35][C:20]([F:19])([F:34])[C:21]1[CH:22]=[C:23]([CH:31]=[CH:32][CH:33]=1)[CH2:24][N:25]1[CH2:30][CH2:29][N:28]([C:2]([Cl:1])=[O:4])[CH2:27][CH2:26]1. Reported procedure: A magnetically stirred mixture of triphosgene (365 mg, 1.23 mmol) in tetrahydrofuran (20 mL) under a nitrogen atmosphere was treated slowly with pyridine (485 mg, 6.15 mmol) via syringe. The resulting white suspension was then treated with a solution of 1-(3-Trifluoromethyl-benzyl) piperazine (1.0 g, 4.10 mmol) in tetrahydrofuran (10 mL) via addition funnel over 10 min. The reaction mixture was stirred at 25° C. overnight. At this time, the reaction was filtered to remove solids. The filtrate wa... The reactants are ice water, [NH4+].[OH-] (NH4OH), C(C)(C)N1N=CC=C1NC=1C(C(=O)O)=CC(=CC1)S(=O)(=O)N(CC)CC (N-(1-isopropylpyrazol-5-yl)-5-(diethylaminosulfonyl) anthranilic acid), O=P(Cl)(Cl)Cl (POCl3). The product is C(C)(C)N1N=CC=2C1=NC1=CC=C(C=C1C2Cl)S(=O)(=O)N(CC)CC (1-isopropyl-6-(diethylaminosulfonyl)-4-chloro-1H-pyrazolo[3,4-b]quinoline). RXN SMILES: [CH:1]([N:4]1[C:8]([NH:9][C:10]2[C:11](=[CH:15][C:16]([S:19]([N:22]([CH2:25][CH3:26])[CH2:23][CH3:24])(=[O:21])=[O:20])=[CH:17][CH:18]=2)[C:12](O)=O)=[CH:7][CH:6]=[N:5]1)([CH3:3])[CH3:2].[NH4+].[OH-].O=P(Cl)(Cl)[Cl:31]>>[CH:1]([N:4]1[C:8]2=[N:9][C:10]3[C:11]([C:12]([Cl:31])=[C:7]2[CH:6]=[N:5]1)=[CH:15][C:16]([S:19]([N:22]([CH2:25][CH3:26])[CH2:23][CH3:24])(=[O:21])=[O:20])=[CH:17][CH:18]=3)([CH3:3])[CH3:2] |f:1.2|. Procedure: A mixture of N-(1-isopropylpyrazol-5-yl)-5-(diethylaminosulfonyl) anthranilic acid (12.0 g, 0.031 mol) and POCl3 (80 mL) was refluxed for 6 hours. The reaction mixture was cooled to room temperature and then was poured into ice-water and neutralized with concentrated NH4OH. The mixture was extracted with CH2Cl2 and the CH2Cl2 layer was dried over MgSO4 and evaporated to dryness. The residue was purified by column chromatography on silica gel eluting with CH2Cl2 /ether (9/1) to afford 10 g of cru...